The task is: describe an organic reaction: reactants, conditions, products, and yield. This data is from the Open Reaction Database (ORD), a public repository of structured organic reaction records. Reactants: N1C=CC2=CC(=CC=C12)OC1=NC(=NC=C1)CN(C(OC(C)(C)C)=O)C (tert-butyl (4-(1H-indol-5-yloxy)pyrimidin-2-yl)methyl(methyl)carbamate), C1(CC1)C1=CC(=NN1CC)NC(OC1=CC=CC=C1)=O (phenyl 5-cyclopropyl-1-ethyl-1H-pyrazol-3-ylcarbamate), [H-].[Na+] (NaH). Run in C1CCOC1 (THF). Conditions: time 30 minute. The product is C1(CC1)C1=CC(=NN1CC)NC(=O)N1C=CC2=CC(=CC=C12)OC1=NC(=NC=C1)CN(C(OC(C)(C)C)=O)C (tert-butyl (4-(1-(5-cyclopropyl-1-ethyl-1H-pyrazol-3-ylcarbamoyl)-1H-indol-5-yloxy)pyrimidin-2-yl)methyl(methyl)carbamate). RXN SMILES: [NH:1]1[C:9]2[C:4](=[CH:5][C:6]([O:10][C:11]3[CH:16]=[CH:15][N:14]=[C:13]([CH2:17][N:18]([CH3:26])[C:19](=[O:25])[O:20][C:21]([CH3:24])([CH3:23])[CH3:22])[N:12]=3)=[CH:7][CH:8]=2)[CH:3]=[CH:2]1.[CH:27]1([C:30]2[N:34]([CH2:35][CH3:36])[N:33]=[C:32]([NH:37][C:38](=O)[O:39]C3C=CC=CC=3)[CH:31]=2)[CH2:29][CH2:28]1.[H-].[Na+]>C1COCC1>[CH:27]1([C:30]2[N:34]([CH2:35][CH3:36])[N:33]=[C:32]([NH:37][C:38]([N:1]3[C:9]4[C:4](=[CH:5][C:6]([O:10][C:11]5[CH:16]=[CH:15][N:14]=[C:13]([CH2:17][N:18]([CH3:26])[C:19](=[O:25])[O:20][C:21]([CH3:22])([CH3:23])[CH3:24])[N:12]=5)=[CH:7][CH:8]=4)[CH:3]=[CH:2]3)=[O:39])[CH:31]=2)[CH2:28][CH2:29]1 |f:2.3|. Reported procedure: To a solution of tert-butyl (4-(1H-indol-5-yloxy)pyrimidin-2-yl)methyl(methyl)carbamate (35 mg, 0.099 mmol) in THF (2 ml) is added phenyl 5-cyclopropyl-1-ethyl-1H-pyrazol-3-ylcarbamate (29.5 mg, 0.109 mmol), which is prepared as described in Example 5-S. The mixture is put at 0° C. and NaH (60% dispersion in oil; 11.85 mg, 0.296 mmol) is then added and the reaction is then stirred for 30 minutes. The reaction is then quenched with 10% AcOH/MeOH (0.3 mL) and further diluted with DCM and saturated...